Dataset: the Open Reaction Database (ORD), a public repository of structured organic reaction records. Task: describe an organic reaction: reactants, conditions, products, and yield Yields the product Cl.ClC=1C=C(C=CC1Cl)C(CCN1CCC(CC1)(C1=CC=CC=C1)NC(C)=O)C1N(C(C2=C(C=CC=C12)O)=O)C (3-[1-(3,4-Dichlorophenyl)-3-(4-acetamido-4-phenylpiperidino)propyl]-7-hydroxy-2-methyl-2,3-dihydroisoindol-1-one hydrochloride). Procedure: 3-(3,4-Dichlorophenyl)-3-(4-hydroxy-2-methyl-3-oxo-2,3-dihydro-1H-isoindol-1-yl)propionaldehyde (0.2.0 g) was coupled to 4-acetamido-4-phenylpiperidine (0.14 g) by a method similar to that described in Example 8. The reaction product was purified by chromatography and converted to the corresponding hydrochloride salt as described in the Example 8 to afford the title compound (0.27 g); mp 185°-205° C.; MS: m/z=566(M+1); NMR(CD3SOCD3): 2.88 (m,1), 2.96 (s,3), 4.79 (d,1, J=3.5), 6.86 (m,2), 7.09 (d... As a reaction SMILES: [Cl:1][C:2]1[CH:3]=[C:4]([CH:9]([CH:13]2[C:21]3[C:16](=[C:17]([OH:22])[CH:18]=[CH:19][CH:20]=3)[C:15](=[O:23])[N:14]2[CH3:24])[CH2:10][CH:11]=O)[CH:5]=[CH:6][C:7]=1[Cl:8].[C:25]([NH:28][C:29]1([C:35]2[CH:40]=[CH:39][CH:38]=[CH:37][CH:36]=2)[CH2:34][CH2:33][NH:32][CH2:31][CH2:30]1)(=[O:27])[CH3:26]>>[ClH:1].[Cl:1][C:2]1[CH:3]=[C:4]([CH:9]([CH:13]2[C:21]3[C:16](=[C:17]([OH:22])[CH:18]=[CH:19][CH:20]=3)[C:15](=[O:23])[N:14]2[CH3:24])[CH2:10][CH2:11][N:32]2[CH2:33][CH2:34][C:29]([NH:28][C:25](=[O:27])[CH3:26])([C:35]3[CH:40]=[CH:39][CH:38]=[CH:37][CH:36]=3)[CH2:30][CH2:31]2)[CH:5]=[CH:6][C:7]=1[Cl:8] |f:2.3|. Reactants: ClC=1C=C(C=CC1Cl)C(CC=O)C1N(C(C2=C(C=CC=C12)O)=O)C (3-(3,4-Dichlorophenyl)-3-(4-hydroxy-2-methyl-3-oxo-2,3-dihydro-1H-isoindol-1-yl)propionaldehyde), C(C)(=O)NC1(CCNCC1)C1=CC=CC=C1 (4-acetamido-4-phenylpiperidine).